This data is from the Open Reaction Database (ORD), a public repository of structured organic reaction records. The task is: describe an organic reaction: reactants, conditions, products, and yield Reactants: C1C(CCCCCCCCCCC)O1 (1-tridecene oxide), NCCCCCCN (hexamethylenediamine). Yields the product C(CCCCCNCC(CCCCCCCCCCC)O)NCC(CCCCCCCCCCC)O (N,N'-(1,6-hexylene)-bis[2-hydroxytridecylamine]). Reaction SMILES: [CH2:1]1[O:14][CH:2]1[CH2:3][CH2:4][CH2:5][CH2:6][CH2:7][CH2:8][CH2:9][CH2:10][CH2:11][CH2:12][CH3:13].[NH2:15][CH2:16][CH2:17][CH2:18][CH2:19][CH2:20][CH2:21][NH2:22]>>[CH2:21]([NH:22][CH2:1][CH:2]([OH:14])[CH2:3][CH2:4][CH2:5][CH2:6][CH2:7][CH2:8][CH2:9][CH2:10][CH2:11][CH2:12][CH3:13])[CH2:20][CH2:19][CH2:18][CH2:17][CH2:16][NH:15][CH2:1][CH:2]([OH:14])[CH2:3][CH2:4][CH2:5][CH2:6][CH2:7][CH2:8][CH2:9][CH2:10][CH2:11][CH2:12][CH3:13]. Procedure details: Condensation of 1-tridecene oxide and hexamethylenediamine affords N,N'-(1,6-hexylene)-bis[2-hydroxytridecylamine] (I: R = CH3 (CH2)10, R' = H, X = (CH2)6, Z = H).